This data is from the Open Reaction Database (ORD), a public repository of structured organic reaction records. The task is: describe an organic reaction: reactants, conditions, products, and yield Reactants: Cc1c(C=O)c(OCc2ccc(F)cc2F)c(Br)c(=O)n1-c1c(F)cccc1F, CO, CCOC(C)=O. Product: Cc1c(CO)c(OCc2ccc(F)cc2F)c(Br)c(=O)n1-c1c(F)cccc1F. RXN SMILES: [Br:1][c:2]1[c:3]([O:20][CH2:21][c:22]2[c:23]([F:29])[cH:24][c:25]([F:28])[cH:26][cH:27]2)[c:4]([CH:18]=[O:19])[c:5]([CH3:17])[n:6](-[c:9]2[c:10]([F:16])[cH:11][cH:12][cH:13][c:14]2[F:15])[c:7]1=[O:8].[CH3:30][OH:31].[CH3:32][CH2:33][O:34][C:35](=[O:36])[CH3:37]>>[Br:1][c:2]1[c:3]([O:20][CH2:21][c:22]2[c:23]([F:29])[cH:24][c:25]([F:28])[cH:26][cH:27]2)[c:4]([CH2:18][OH:19])[c:5]([CH3:17])[n:6](-[c:9]2[c:10]([F:16])[cH:11][cH:12][cH:13][c:14]2[F:15])[c:7]1=[O:8]. Reactants: CC1=CC=C(C=C1)C(=O)C(O)C1=CC=C(C=C1)C (4,4'-Dimethylbenzoin), C(=O)N (formamide), P(=O)(Cl)(Cl)Cl (phosphorus oxychloride). Solvent: O (water). Product: CC1=CC=C(C=C1)C=1N=COC1C1=CC=C(C=C1)C (4,5-bis(4-methylphenyl)oxazole). As a reaction SMILES: [CH3:1][C:2]1[CH:7]=[CH:6][C:5]([C:8]([CH:10]([C:12]2[CH:17]=[CH:16][C:15]([CH3:18])=[CH:14][CH:13]=2)[OH:11])=O)=[CH:4][CH:3]=1.[CH:19]([NH2:21])=O.P(Cl)(Cl)(Cl)=O>O>[CH3:1][C:2]1[CH:7]=[CH:6][C:5]([C:8]2[N:21]=[CH:19][O:11][C:10]=2[C:12]2[CH:17]=[CH:16][C:15]([CH3:18])=[CH:14][CH:13]=2)=[CH:4][CH:3]=1. Procedure: 4,4'-Dimethylbenzoin (25.0 g), formamide (230 ml) and phosphorus oxychloride (16.0 ml) was mixed and stirred under reflux for 5.5 hours. The reaction mixture was cooled to room temperature and poured into water, and then extracted with diethyl ether twice. The collected organic phases were washed with brine and dried over magnesium sulfate and activated carbon. The mixture was filtered and evaporated in vacuo, and then purified by column chromatography on silica. The solvent was evaporated to af... Reactants: C(C1=CC=CC=C1)(=O)C(=O)NC1CCC(N2N(C1=O)C(CCC2)C(=O)NC2C(OC(C2)=O)OCC2=CC=CC=C2)=O (9-Benzoylformylamino-6,10-dioxo-1,2,3,4,7,8,9,10-octahydro-N-(2(R,S)-benzyloxy-5-oxotetrahydrofuran-3-yl)-6H-pyridazino[1,2-a][1,2]-diazepine-1-carboxamide), C(=O)(C(F)(F)F)O.CC#N.O (TFA MeCN water). Reaction conditions: time 6.5 hour. Yields the product C(C1=CC=CC=C1)(=O)C(=O)NC1CCC(N2N(C1=O)C(CCC2)C(=O)NC(CC(=O)O)C=O)=O (3-(9-Benzoylformylamino-6,10-dioxo-1,2,3,4,7,8,9,10-octahydro-6H-pyridazino[1,2-a][1,2]-diazepine-1-carboxamido)-4-oxobutanoic acid). The yield is 99.1%. Reaction SMILES: [C:1]([C:9]([NH:11][CH:12]1[C:18](=[O:19])[N:17]2[CH:20]([C:24]([NH:26][CH:27]3[CH2:31][C:30](=[O:32])[O:29][CH:28]3[O:33]CC3C=CC=CC=3)=[O:25])[CH2:21][CH2:22][CH2:23][N:16]2[C:15](=[O:41])[CH2:14][CH2:13]1)=[O:10])(=[O:8])[C:2]1[CH:7]=[CH:6][CH:5]=[CH:4][CH:3]=1.C(O)(C(F)(F)F)=O.CC#N.O>>[C:1]([C:9]([NH:11][CH:12]1[C:18](=[O:19])[N:17]2[CH:20]([C:24]([NH:26][CH:27]([CH:28]=[O:33])[CH2:31][C:30]([OH:32])=[O:29])=[O:25])[CH2:21][CH2:22][CH2:23][N:16]2[C:15](=[O:41])[CH2:14][CH2:13]1)=[O:10])(=[O:8])[C:2]1[CH:3]=[CH:4][CH:5]=[CH:6][CH:7]=1 |f:1.2.3|. Procedure details: Compound 2001 (58.6 mg, 0.10 mmol) was treated with 15 mg of TFA/MeCN/water (1:2:3) and stirred at room temperature for 6.5 h. The reaction was extracted with ether. The aqueous layer was concentrated with azeotropic removal of the water using MeCN. The product was suspended in CH2Cl2, concentrated in vacuo and precipitated with ether to give 46.8 mg (99%) of 2002 as a white solid: 1H NMR (CD3OD) δ9.05 (0.25H, d), 8.15 (1H, d), 7.68 (1H, t), 7.64 (0.25H, d), 7.55 (3H, t), 7.35 (0.5H, m), 5.22 (1... Reported procedure: A suspension of 9-chloro-5-hydroxy-7-phenylpyrimido[1,2-a][1,4]benzodiazepin-3(5H)-one in pyridine was stirred for 3 hours with succinic anhydride. The mixture was then poured in ice water, the solid collected on filter and recrystallized from methanol-water to give 9-chloro-5-hydroxy-7-phenylpyrimido[1,2-a][1,4]benzodiazepin-3(5H)-one hemisuccinate. The product is C(CCC(=O)O)(=O)O.ClC=1C=CC2=C(C(=NC(C=3N2C=CC(N3)=O)O)C3=CC=CC=C3)C1.ClC=1C=CC3=C(C(=NC(C=2N3C=CC(N2)=O)O)C2=CC=CC=C2)C1 (9-chloro-5-hydroxy-7-phenylpyrimido[1,2-a][1,4]benzodiazepin-3(5H)-one hemisuccinate). Run in N1=CC=CC=C1 (pyridine), ice water. Reaction SMILES: [Cl:1][C:2]1[CH:3]=[CH:4][C:5]2[N:11]3[CH:12]=[CH:13][C:14](=[O:16])[N:15]=[C:10]3[CH:9]([OH:17])[N:8]=[C:7]([C:18]3[CH:23]=[CH:22][CH:21]=[CH:20][CH:19]=3)[C:6]=2[CH:24]=1.[C:25]1(=[O:31])[O:30][C:28](=[O:29])[CH2:27][CH2:26]1>N1C=CC=CC=1>[C:25]([OH:30])(=[O:31])[CH2:26][CH2:27][C:28]([OH:16])=[O:29].[Cl:1][C:2]1[CH:3]=[CH:4][C:5]2[N:11]3[CH:12]=[CH:13][C:14](=[O:16])[N:15]=[C:10]3[CH:9]([OH:17])[N:8]=[C:7]([C:18]3[CH:23]=[CH:22][CH:21]=[CH:20][CH:19]=3)[C:6]=2[CH:24]=1.[Cl:1][C:2]1[CH:3]=[CH:4][C:5]2[N:11]3[CH:12]=[CH:13][C:14](=[O:16])[N:15]=[C:10]3[CH:9]([OH:17])[N:8]=[C:7]([C:18]3[CH:23]=[CH:22][CH:21]=[CH:20][CH:19]=3)[C:6]=2[CH:24]=1 |f:3.4.5|. Reactants: ClC=1C=CC2=C(C(=NC(C=3N2C=CC(N3)=O)O)C3=CC=CC=C3)C1 (9-chloro-5-hydroxy-7-phenylpyrimido[1,2-a][1,4]benzodiazepin-3(5H)-one), C1(CCC(=O)O1)=O (succinic anhydride). The reactants are N1=C(C=CC2=CC=CC=C12)C1=C2N(C3=CC=C(C=C13)O)CCCCC2 (11-(2-quinolyl)-7,8,9,10-tetrahydro-6H-azepino[1,2-a]indole-2-ol), C(C)OC(C(C)(C)Br)=O (2-bromo-2-methyl-propanoic acid ethylester). Procedure: This compound was prepared from 11-(2-quinolyl)-7,8,9,10-tetrahydro-6H-azepino[1,2-a]indole-2-ol and 2-bromo-2-methyl-propanoic acid ethylester using a procedure analogous to that of Example 10. Yields the product C(C)OC(C(C)(C)OC=1C=C2C(=C3N(C2=CC1)CCCCC3)C3=NC1=CC=CC=C1C=C3)=O (2-[11-(2-Quinolyl)-7,8,9,10-tetrahydro-6H-azepino[1,2-a]-indole-2-yloxy]-2-methyl-propanoic acid ethylester). Reaction SMILES: [N:1]1[C:10]2[C:5](=[CH:6][CH:7]=[CH:8][CH:9]=2)[CH:4]=[CH:3][C:2]=1[C:11]1[C:19]2[C:14](=[CH:15][CH:16]=[C:17]([OH:20])[CH:18]=2)[N:13]2[CH2:21][CH2:22][CH2:23][CH2:24][CH2:25][C:12]=12.[CH2:26]([O:28][C:29](=[O:34])[C:30](Br)([CH3:32])[CH3:31])[CH3:27]>>[CH2:26]([O:28][C:29](=[O:34])[C:30]([O:20][C:17]1[CH:18]=[C:19]2[C:14](=[CH:15][CH:16]=1)[N:13]1[CH2:21][CH2:22][CH2:23][CH2:24][CH2:25][C:12]1=[C:11]2[C:2]1[CH:3]=[CH:4][C:5]2[C:10](=[CH:9][CH:8]=[CH:7][CH:6]=2)[N:1]=1)([CH3:32])[CH3:31])[CH3:27]. Reactants: CCOC(=O)c1cn(C)nc1OCc1ccc(OCc2nc(-c3ccccc3)oc2C)c(OC)c1, CCO, Cl, [Na+], C1CCOC1, [OH-]. Product: COc1cc(COc2nn(C)cc2C(=O)O)ccc1OCc1nc(-c2ccccc2)oc1C. RXN SMILES: [CH3:1][O:2][c:3]1[cH:4][c:5]([CH2:6][O:7][c:8]2[n:9][n:10]([CH3:18])[cH:11][c:12]2[C:13](=[O:14])[O:15][CH2:16][CH3:17])[cH:19][cH:20][c:21]1[O:22][CH2:23][c:24]1[n:25][c:26](-[c:30]2[cH:31][cH:32][cH:33][cH:34][cH:35]2)[o:27][c:28]1[CH3:29].[CH3:44][CH2:45][OH:46].[ClH:43].[Na+:37].[O:38]1[CH2:39][CH2:40][CH2:41][CH2:42]1.[OH-:36]>>[CH3:1][O:2][c:3]1[cH:4][c:5]([CH2:6][O:7][c:8]2[n:9][n:10]([CH3:18])[cH:11][c:12]2[C:13](=[O:14])[OH:15])[cH:19][cH:20][c:21]1[O:22][CH2:23][c:24]1[n:25][c:26](-[c:30]2[cH:31][cH:32][cH:33][cH:34][cH:35]2)[o:27][c:28]1[CH3:29]. Reactants: [H-].C(C(C)C)[Al+]CC(C)C (diisobutylaluminum hydride), C1CCOC1 (THF), C(CCCCCC)OC1=CC=C(CC2=NC3=C(N2)C=CC(=C3)C#N)C=C1 (2-(4-(heptyloxy)benzyl)-1H-benzo[d]imidazole-5-carbonitrile). Run in O (water), CC(OCC)=O (EA). Run at time 1 hour. The product is C(CCCCCC)OC1=CC=C(CC2=NC3=C(N2)C=CC(=C3)C=O)C=C1 (2-(4-(heptyloxy)benzyl)-1H-benzo[d]imidazole-5-carbaldehyde). Yield: 46.0%. Reaction SMILES: [CH2:1]([O:8][C:9]1[CH:26]=[CH:25][C:12]([CH2:13][C:14]2[NH:18][C:17]3[CH:19]=[CH:20][C:21]([C:23]#N)=[CH:22][C:16]=3[N:15]=2)=[CH:11][CH:10]=1)[CH2:2][CH2:3][CH2:4][CH2:5][CH2:6][CH3:7].[H-].C([Al+]CC(C)C)C(C)C.C1C[O:40]CC1>O.CC(=O)OCC>[CH2:1]([O:8][C:9]1[CH:26]=[CH:25][C:12]([CH2:13][C:14]2[NH:18][C:17]3[CH:19]=[CH:20][C:21]([CH:23]=[O:40])=[CH:22][C:16]=3[N:15]=2)=[CH:11][CH:10]=1)[CH2:2][CH2:3][CH2:4][CH2:5][CH2:6][CH3:7] |f:1.2|. Procedure: To a stirred solution of 2-(4-(heptyloxy)benzyl)-1H-benzo[d]imidazole-5-carbonitrile INT-46 (1.22 g, 3.51 mmol) in THF (20 mL) at 0° C. was added diisobutylaluminum hydride (12.3 mL, 12.3 mmol, 1 M in toluene). After 2 h the reaction mixture was poured onto Rochelle's salt (7.91 g, 28.0 mmol) in water (100 mL) and EA (50 mL) and stirred for 1 h. The layers were split and the aqueous layer was further extracted with EA (2×30 mL). The combined organics were washed with brine (20 mL) dried over MgS... The reactants are NC=1SC(=NN1)SCC1=C(C(=C(C=C1)C(C)=O)O)CCC (2-amino5-[(4-acetyl-3-hydroxy-2-propylbenzyl)thio]-1,3,4- thiadiazole), N1=CC=CC=C1 (pyridine), CCC(=O)C(=O)Cl (ethyloxalyl chloride), O (Water). Run at time 30 minute. The product is C(C)(=O)C1=C(C(=C(CSC2=NN=C(S2)NC(C(=O)OCC)=O)C=C1)CCC)O (ethyl [5-[(4-acetyl-3-hydroxy-2-propylbenzyl)thio]- 1,3,4-thiadiazol-2-yl]oxamate). As a reaction SMILES: [NH2:1][C:2]1[S:3][C:4]([S:7][CH2:8][C:9]2[CH:14]=[CH:13][C:12]([C:15](=[O:17])[CH3:16])=[C:11]([OH:18])[C:10]=2[CH2:19][CH2:20][CH3:21])=[N:5][N:6]=1.CC[C:24]([C:26](Cl)=[O:27])=[O:25].[OH2:29].N1[CH:35]=[CH:34]C=CC=1>>[C:15]([C:12]1[CH:13]=[CH:14][C:9]([CH2:8][S:7][C:4]2[S:3][C:2]([NH:1][C:24](=[O:25])[C:26]([O:27][CH2:34][CH3:35])=[O:29])=[N:6][N:5]=2)=[C:10]([CH2:19][CH2:20][CH3:21])[C:11]=1[OH:18])(=[O:17])[CH3:16]. Reported procedure: To a solution of 0.30 g of 2-amino-5-[(4-acetyl-3- hydroxy-2-propylbenzyl)thio]-1,3,4-thiadiazole obtained in Example 5 in 6.5 ml of pyridine was dropwise added 0.20 g of ethyloxalyl chloride at -30° C. The mixture was stirred at room temperature for 30 minutes. Water was added to the reaction mixture followed by extraction with ethyl acetate. After the extract was dried over anhydrous magnesium sulfate, the solvent was distilled off. The residue was subjected to silica gel column chromatography... Reactants: O=C([O-])[O-], CCOC(C)=O, CN(C)C=O, Cl, Fc1ccc(CCl)cc1, [I-], [K+], [K+], CC(C)(C)OC(=O)c1ccc(-c2ccccc2)cc1N, [Na+]. As a reaction SMILES: [C:30](=[O:31])([O-:32])[O-:33].[CH3:39][CH2:40][O:41][C:42](=[O:43])[CH3:44].[CH3:45][N:46]([CH3:47])[CH:48]=[O:49].[ClH:38].[F:1][c:2]1[cH:3][cH:4][c:5]([CH2:6][Cl:7])[cH:8][cH:9]1.[I-:37].[K+:34].[K+:35].[NH2:10][c:11]1[c:12]([C:13](=[O:14])[O:15][C:16]([CH3:17])([CH3:18])[CH3:19])[cH:20][cH:21][c:22](-[c:24]2[cH:25][cH:26][cH:27][cH:28][cH:29]2)[cH:23]1.[Na+:36]>>[F:1][c:2]1[cH:3][cH:4][c:5]([CH2:6][NH:10][c:11]2[c:12]([C:13](=[O:14])[O:15][C:16]([CH3:17])([CH3:18])[CH3:19])[cH:20][cH:21][c:22](-[c:24]3[cH:25][cH:26][cH:27][cH:28][cH:29]3)[cH:23]2)[cH:8][cH:9]1. Yields the product CC(C)(C)OC(=O)c1ccc(-c2ccccc2)cc1NCc1ccc(F)cc1. The solvent is C(Cl)Cl (DCM). Reaction conditions: time 6 hour. Reactants: COC1=CC=C(CN(C2=NC=C3C=C(C(N(C3=C2)C)=O)C2=C(C=C(C(=C2)N)F)F)C)C=C1 (7-((4-methoxybenzyl)(methyl)amino)-3-(5-amino-2,4-difluorophenyl)-1-methyl-1,6-naphthyridin-2(1H)-one), C(=O)(C(F)(F)F)O (TFA). Reported procedure: A solution of 7-((4-methoxybenzyl)(methyl)amino)-3-(5-amino-2,4-difluorophenyl)-1-methyl-1,6-naphthyridin-2(1H)-one (3 g, 6.8 mmol) in DCM (100 mL) was treated with TFA (20 mL) and stirred at RT for 6 h. The mixture was extracted with water and the combined aqueous layers were neutralized with NH3H2O. The precipitate was collected by filtration and dried to give 3-(5-amino-2,4-difluorophenyl)-1-methyl-7-(methylamino)-1,6-naphthyridin-2(1H)-one (661 mg, 30% yield). 1H NMR (300 MHz, DMSO-d6): δ 8.... Yields the product NC=1C(=CC(=C(C1)C=1C(N(C2=CC(=NC=C2C1)NC)C)=O)F)F (3-(5-amino-2,4-difluorophenyl)-1-methyl-7-(methylamino)-1,6-naphthyridin-2(1H)-one). As a reaction SMILES: COC1C=CC([CH2:7][N:8](C)[C:9]2[CH:18]=[C:17]3[C:12]([CH:13]=[C:14]([C:21]4[CH:26]=[C:25]([NH2:27])[C:24]([F:28])=[CH:23][C:22]=4[F:29])[C:15](=[O:20])[N:16]3[CH3:19])=[CH:11][N:10]=2)=CC=1.C(O)(C(F)(F)F)=O>C(Cl)Cl>[NH2:27][C:25]1[C:24]([F:28])=[CH:23][C:22]([F:29])=[C:21]([C:14]2[C:15](=[O:20])[N:16]([CH3:19])[C:17]3[C:12]([CH:13]=2)=[CH:11][N:10]=[C:9]([NH:8][CH3:7])[CH:18]=3)[CH:26]=1. Isolated yield 30.7%.